From a dataset of the Open Reaction Database (ORD), a public repository of structured organic reaction records. describe an organic reaction: reactants, conditions, products, and yield Reactants: C[C@H]1[C@@H]([C@@](C[C@@H](O1)O[C@@H]2C=3C=CC(=C(C3)Cl)OC4=CC5=CC(=C4O[C@H]6[C@@H]([C@H]([C@@H]([C@H](O6)CO)O)O)O[C@H]7C[C@]([C@H]([C@@H](O7)C)O)(C)NCC=8C=CC(=CC8)C=9C=CC(=CC9)Cl)OC=1C=CC(=CC1Cl)[C@H]([C@H](C(=O)N[C@H](C(=O)N[C@H]5C(=O)N[C@@H]1C=3C=CC(=C(C3)C3=C(C=C(C=C3O)O)[C@H](NC(=O)[C@H]2NC1=O)C(=O)O)O)CC(=O)N)NC(=O)[C@@H](CC(C)C)NC)O)(C)N)O.OP(=O)(O)O (oritavancin diphosphate), C(=O)(O)[O-].[Na+] (NaHCO3), C(ON1C(CCC1=O)=O)([O-])=O (succinimidyl carbonate). The solvent is O1CCOCC1 (1,4-dioxane), O (H2O), O1CCOCC1 (1,4-dioxane). Yields the product C[C@H]1[C@@H]([C@@](C[C@@H](O1)O[C@@H]2C=3C=CC(=C(C3)Cl)OC4=CC5=CC(=C4O[C@H]6[C@@H]([C@H]([C@@H]([C@H](O6)CO)O)O)O[C@H]7C[C@]([C@H]([C@@H](O7)C)O)(C)NCC=8C=CC(=CC8)C=9C=CC(=CC9)Cl)OC=1C=CC(=CC1Cl)[C@H]([C@H](C(=O)N[C@H](C(=O)N[C@H]5C(=O)N[C@@H]1C=3C=CC(=C(C3)C3=C(C=C(C=C3O)O)[C@H](NC(=O)[C@H]2NC1=O)C(=O)O)O)CC(=O)N)NC(=O)[C@@H](CC(C)C)NC)O)(C)N)O (Oritavancin). Isolated yield 80.3%. As a reaction SMILES: [CH3:1][C@@H:2]1[O:7][C@@H:6]([O:8][C@H:9]2[C@@H:100]3[NH:101][C:102](=[O:103])[C@@H:81]([C:82]4[CH:83]=[CH:84][C:85]([OH:107])=[C:86]([C:88]5[C:93]([OH:94])=[CH:92][C:91]([OH:95])=[CH:90][C:89]=5[C@@H:96]([C:104]([OH:106])=[O:105])[NH:97][C:98]3=[O:99])[CH:87]=4)[NH:80][C:78](=[O:79])[C@H:77]3[C:20]4=[CH:21][C:22]([O:60][C:61]5[CH:62]=[CH:63][C:64]([C@@H:68]([OH:122])[C@@H:69]([NH:112][C:113]([C@H:115]([NH:120][CH3:121])[CH2:116][CH:117]([CH3:119])[CH3:118])=[O:114])[C:70]([NH:72][C@@H:73]([CH2:108][C:109]([NH2:111])=[O:110])[C:74]([NH:76]3)=[O:75])=[O:71])=[CH:65][C:66]=5[Cl:67])=[C:23]([O:24][C@@H:25]3[O:30][C@H:29]([CH2:31][OH:32])[C@@H:28]([OH:33])[C@H:27]([OH:34])[C@H:26]3[O:35][C@@H:36]3[O:41][C@@H:40]([CH3:42])[C@H:39]([OH:43])[C@:38]([NH:45][CH2:46][C:47]5[CH:48]=[CH:49][C:50]([C:53]6[CH:54]=[CH:55][C:56]([Cl:59])=[CH:57][CH:58]=6)=[CH:51][CH:52]=5)([CH3:44])[CH2:37]3)[C:18](=[CH:19]4)[O:17][C:13]3=[C:14]([Cl:16])[CH:15]=[C:10]2[CH:11]=[CH:12]3)[CH2:5][C@@:4]([NH2:124])([CH3:123])[C@H:3]1[OH:125].OP(O)(O)=O.C([O-])(O)=O.[Na+].C(=O)([O-])ON1C(=O)CCC1=O>O1CCOCC1.O>[CH3:1][C@@H:2]1[O:7][C@@H:6]([O:8][C@H:9]2[C@@H:100]3[NH:101][C:102](=[O:103])[C@@H:81]([C:82]4[CH:83]=[CH:84][C:85]([OH:107])=[C:86]([C:88]5[C:93]([OH:94])=[CH:92][C:91]([OH:95])=[CH:90][C:89]=5[C@@H:96]([C:104]([OH:106])=[O:105])[NH:97][C:98]3=[O:99])[CH:87]=4)[NH:80][C:78](=[O:79])[C@H:77]3[C:20]4=[CH:21][C:22]([O:60][C:61]5[CH:62]=[CH:63][C:64]([C@@H:68]([OH:122])[C@@H:69]([NH:112][C:113]([C@H:115]([NH:120][CH3:121])[CH2:116][CH:117]([CH3:118])[CH3:119])=[O:114])[C:70]([NH:72][C@@H:73]([CH2:108][C:109]([NH2:111])=[O:110])[C:74]([NH:76]3)=[O:75])=[O:71])=[CH:65][C:66]=5[Cl:67])=[C:23]([O:24][C@@H:25]3[O:30][C@H:29]([CH2:31][OH:32])[C@@H:28]([OH:33])[C@H:27]([OH:34])[C@H:26]3[O:35][C@@H:36]3[O:41][C@@H:40]([CH3:42])[C@H:39]([OH:43])[C@:38]([NH:45][CH2:46][C:47]5[CH:52]=[CH:51][C:50]([C:53]6[CH:58]=[CH:57][C:56]([Cl:59])=[CH:55][CH:54]=6)=[CH:49][CH:48]=5)([CH3:44])[CH2:37]3)[C:18](=[CH:19]4)[O:17][C:13]3=[C:14]([Cl:16])[CH:15]=[C:10]2[CH:11]=[CH:12]3)[CH2:5][C@@:4]([NH2:124])([CH3:123])[C@H:3]1[OH:125] |f:0.1,2.3|. Reported procedure: To oritavancin bisphosphoric acid salt (5, 1.0 g, 0.50 mmol) in 1,4-dioxane (15 mL) and H2O (15 mL) was added NaHCO3 (92.91 mg, 1.10 mmol) and the mixture was stirred until all of 5 had dissolved. A solution of 18 (311 mg, 0.60 mmol) in 1,4-dioxane (4 mL) was added and the resulting solution was stirred at room temperature for 20 h. The dioxane was evaporated and the product was precipitated by addition of acetone:diethyl ether (1:3, 100 mL), filtered and dried. The crude product was purified by... The yield is 23.2%. Yields the product CN(S(=O)(=O)C1=CC=C(C=C1)C)COC(=O)C=1NC2=CC=CC=C2C1NC1=CC=NC=C1 (3-(Pyridin-4-ylamino)-1H-indole-2-carboxylic acid [Methyl-(toluene-4-sulfonyl)-amino]-methyl ester). The solvent is C1CCOC1 (THF), C1CCOC1 (THF). Reactants: CN(C)C=O (DMF), [K+].N1=CC=C(C=C1)NC1=C(NC2=CC=CC=C12)C(=O)[O-] (3-(4-pyridinylamino)-1H-indole-2-carboxylic acid potassium salt), ClCN(S(=O)(=O)C1=CC=C(C=C1)C)C (N-chloromethyl-N-methyl-4-methylbenzenesulfonamide), O (water), piperidinomethyl polystyrene. RXN SMILES: [K+].[N:2]1[CH:7]=[CH:6][C:5]([NH:8][C:9]2[C:17]3[C:12](=[CH:13][CH:14]=[CH:15][CH:16]=3)[NH:11][C:10]=2[C:18]([O-:20])=[O:19])=[CH:4][CH:3]=1.CN(C=O)C.Cl[CH2:27][N:28]([CH3:39])[S:29]([C:32]1[CH:37]=[CH:36][C:35]([CH3:38])=[CH:34][CH:33]=1)(=[O:31])=[O:30].O>C1COCC1>[CH3:27][N:28]([CH2:39][O:19][C:18]([C:10]1[NH:11][C:12]2[C:17]([C:9]=1[NH:8][C:5]1[CH:6]=[CH:7][N:2]=[CH:3][CH:4]=1)=[CH:16][CH:15]=[CH:14][CH:13]=2)=[O:20])[S:29]([C:32]1[CH:37]=[CH:36][C:35]([CH3:38])=[CH:34][CH:33]=1)(=[O:30])=[O:31] |f:0.1|. Procedure details: Under N2 at 60° C. dissolve 3-(4-pyridinylamino)-1H-indole-2-carboxylic acid potassium salt (2.0 g, 6.89mmol) in a mixture of anhydrous THF and DMF (60:10 mL Cool to −5° C. add piperidinomethyl polystyrene HL resin (NOVA #01-64-0212, 30 mg) and follow with a solution of N-chloromethyl-N-methyl-4-methylbenzenesulfonamide (1.9 g, 8.34 mmol) in anhydrous THF (10 mL) dropwise. After 30 min, add water (100 mL) and then extract with dichloromethane (3×50 mL). Combine organic layers, wash with NaHCO3 (... Conditions: temperature -5 celsius, time 30 minute. The reactants are C1(=CC=CC=C1)OC(=O)N1C=2C=C(C=CC2C23C(CCCC2(C1C#C)O3)O[Si](C)(C)C(C)(C)C)OC(C(C)(C)C)=O (N-[(Phenyloxy)carbonyl]-10-[(tert-butyldimethylsilyl)oxy)-6a,10a-epoxy-6-ethynyl-3-(trimethylacetoxy)-5,6,6a,7,8,9,10,10a-octahydrophenanthridine), B(F)(F)F.CCOCC (BF3.OEt2), C1(=CC=CC=C1)OC(=O)N1C=2C=C(C=CC2C23C(CCCC2(C1C#C)O3)O[Si](C)(C)C(C)(C)C)OC(C(C)(C)C)=O (N-[(Phenyloxy)carbonyl]-10-[(tert-butyldimethylsilyl)oxy)-6a,10a-epoxy-6-ethynyl-3-(trimethylacetoxy)-5,6,6a,7,8,9,10,10a-octahydrophenanthridine). Solvent: C(Cl)(Cl)Cl (CHCl3). Reaction conditions: temperature 25 celsius, time 5 hour. Yields the product C1(=CC=CC=C1)OC(=O)N1C=2C=C(C=CC2C=2C(CCCC2C1C#C)=O)OC(C(C)(C)C)=O (N-[(Phenyloxy)carbonyl]-6-ethynyl-10-oxo-3-(trimethylacetoxy)-5,6,7,8,9,10-hexahydrophenanthridine). The yield is 72.5%. Reaction SMILES: [C:1]1([O:7][C:8]([N:10]2[CH:23]([C:24]#[CH:25])[C:22]34O[C:17]3([CH:18]([O:27][Si](C(C)(C)C)(C)C)[CH2:19][CH2:20][CH2:21]4)[C:16]3[CH:15]=[CH:14][C:13]([O:35][C:36](=[O:41])[C:37]([CH3:40])([CH3:39])[CH3:38])=[CH:12][C:11]2=3)=[O:9])[CH:6]=[CH:5][CH:4]=[CH:3][CH:2]=1.B(F)(F)F.CCOCC>C(Cl)(Cl)Cl>[C:1]1([O:7][C:8]([N:10]2[CH:23]([C:24]#[CH:25])[C:22]3[CH2:21][CH2:20][CH2:19][C:18](=[O:27])[C:17]=3[C:16]3[CH:15]=[CH:14][C:13]([O:35][C:36](=[O:41])[C:37]([CH3:39])([CH3:38])[CH3:40])=[CH:12][C:11]2=3)=[O:9])[CH:2]=[CH:3][CH:4]=[CH:5][CH:6]=1 |f:1.2|. Procedure details: To a solution of Compound 228 (7.0 g, 12.16 mmol) in wet CHCl3 (100 mL) was added BF3.OEt2 (7.48 mL, 60.82 mmol). The mixture was stirred at 25° C. (1. 5 hours) until TLC indicated complete conversion of Compound 228. Silica gel (10.0 g) was added to the reaction mixture followed by stirring at 25° C. for another 12 hours. Silica gel was filtered off through Celite and washed with ethyl ether (100 mL). The solvent was removed in vacuo, and the residue was purified by flash column chromatography ... The reagents and catalysts are [Pd] (palladium on carbon). Starting materials: C1(=CC=CC=C1)[C@@H](C)NC1=NC(=CC=C1N)C1=C2C=CC=NC2=CC=C1 ((R)—N2-(1-Phenylethyl)-6-(quinolin-5-yl)pyridine-2,3-diamine), [N+](=O)([O-])C=1C(=NC(=CC1)C1=C2C=CC=NC2=CC=C1)N[C@H](C)C1=CC=CC=C1 ((R)-3-nitro-N-(1-phenylethyl)-6-(quinolin-5-yl)pyridin-2-amine), C(C)O (ethanol). Procedure: (R)—N2-(1-Phenylethyl)-6-(quinolin-5-yl)pyridine-2,3-diamine. A solution of (R)-3-nitro-N-(1-phenylethyl)-6-(quinolin-5-yl)pyridin-2-amine (1.10 g, 2.97 mmol) in ethanol (95 mL) was purged with nitrogen for several minutes. Following addition of palladium on carbon (0.125 g, 1.18 mmol), the flask was evacuated and a hydrogen filled balloon was placed on the reaction. After stirring at room temperature for 18 h, the reaction was filtered and the solvent removed under reduced pressure to afford th... RXN SMILES: [C:1]1([C@H:7]([NH:9][C:10]2[C:15]([NH2:16])=[CH:14][CH:13]=[C:12]([C:17]3[CH:26]=[CH:25][CH:24]=[C:23]4[C:18]=3[CH:19]=[CH:20][CH:21]=[N:22]4)[N:11]=2)[CH3:8])[CH:6]=[CH:5][CH:4]=[CH:3][CH:2]=1.[N+](C1C(N[C@@H](C2C=CC=CC=2)C)=NC(C2C=CC=C3C=2C=CC=N3)=CC=1)([O-])=O.[CH2:55]([OH:57])C>[Pd]>[C:1]1([C@H:7]([N:9]2[C:10]3=[N:11][C:12]([C:17]4[CH:26]=[CH:25][CH:24]=[C:23]5[C:18]=4[CH:19]=[CH:20][CH:21]=[N:22]5)=[CH:13][CH:14]=[C:15]3[NH:16][C:55]2=[O:57])[CH3:8])[CH:2]=[CH:3][CH:4]=[CH:5][CH:6]=1. Isolated yield 76.0%. Reaction conditions: time 18 hour. Product: C1(=CC=CC=C1)[C@@H](C)N1C(NC=2C1=NC(=CC2)C2=C1C=CC=NC1=CC=C2)=O ((R)-3-(1-PHENYLETHYL)-5-(QUINOLIN-5-YL)-1H-IMIDAZO[4,5-B]PYRIDIN-2(3H)-ONE).